The task is: describe an organic reaction: reactants, conditions, products, and yield. This data is from the Open Reaction Database (ORD), a public repository of structured organic reaction records. Starting materials: O=S1(N(CCC1)C1=CC(=C(C(=O)O)C=C1)S(=O)(=O)C)=O (4-(1,1-dioxo-1λ6-isothiazolidin-2-yl)-2-methanesulfonylbenzoic acid), Cl.C1(CC1)C=1C(=NC=C(C1)C1CC1)N1CCNCC1 (1-(3,5-dicyclopropylpyridin-2-yl)piperazine hydrochloride). Yields the product C1(CC1)C=1C(=NC=C(C1)C1CC1)N1CCN(CC1)C(=O)C1=C(C=C(C=C1)N1S(CCC1)(=O)=O)S(=O)(=O)C ([4-(3,5-dicyclopropylpyridin-2-yl)piperazin-1-yl][4-(1,1-dioxo-1λ6-isothiazolidin-2-yl)-2-methanesulfonylphenyl]methanone). Yield: 78.5%. As a reaction SMILES: [O:1]=[S:2]1(=[O:20])[CH2:6][CH2:5][CH2:4][N:3]1[C:7]1[CH:15]=[CH:14][C:10]([C:11]([OH:13])=O)=[C:9]([S:16]([CH3:19])(=[O:18])=[O:17])[CH:8]=1.Cl.[CH:22]1([C:25]2[C:26]([N:34]3[CH2:39][CH2:38][NH:37][CH2:36][CH2:35]3)=[N:27][CH:28]=[C:29]([CH:31]3[CH2:33][CH2:32]3)[CH:30]=2)[CH2:24][CH2:23]1>>[CH:22]1([C:25]2[C:26]([N:34]3[CH2:35][CH2:36][N:37]([C:11]([C:10]4[CH:14]=[CH:15][C:7]([N:3]5[CH2:4][CH2:5][CH2:6][S:2]5(=[O:1])=[O:20])=[CH:8][C:9]=4[S:16]([CH3:19])(=[O:18])=[O:17])=[O:13])[CH2:38][CH2:39]3)=[N:27][CH:28]=[C:29]([CH:31]3[CH2:33][CH2:32]3)[CH:30]=2)[CH2:23][CH2:24]1 |f:1.2|. Procedure details: Using 4-(1,1-dioxo-1λ6-isothiazolidin-2-yl)-2-methanesulfonylbenzoic acid (319 mg) described in Preparation Example 22 and 1-(3,5-dicyclopropylpyridin-2-yl)piperazine hydrochloride (280 mg) described in Preparation Example 87 and by the reaction and treatment in the same manner as in Example 86, the title compound (427 mg) was obtained. Starting materials: O=C(Cl)C(=O)Cl, Cl, Cl, Cc1ccc(S(=O)(=O)NCCCCCCN)cc1, O=C(O)C=Cc1cccnc1. The product is Cc1ccc(S(=O)(=O)NCCCCCCNC(=O)C=Cc2cccnc2)cc1. RXN SMILES: [Cl:12][C:13]([C:14]([Cl:15])=[O:16])=[O:17].[ClH:18].[ClH:19].[S:20](=[O:21])(=[O:22])([c:23]1[cH:24][cH:25][c:26]([CH3:27])[cH:28][cH:29]1)[NH:30][CH2:31][CH2:32][CH2:33][CH2:34][CH2:35][CH2:36][NH2:37].[n:1]1[cH:2][c:3]([CH:7]=[CH:8][C:9](=[O:10])[OH:11])[cH:4][cH:5][cH:6]1>>[n:1]1[cH:2][c:3]([CH:7]=[CH:8][C:9](=[O:11])[NH:37][CH2:36][CH2:35][CH2:34][CH2:33][CH2:32][CH2:31][NH:30][S:20](=[O:21])(=[O:22])[c:23]2[cH:24][cH:25][c:26]([CH3:27])[cH:28][cH:29]2)[cH:4][cH:5][cH:6]1.